From a dataset of the Open Reaction Database (ORD), a public repository of structured organic reaction records. describe an organic reaction: reactants, conditions, products, and yield Starting materials: CCCCCCCCCCCCCCCCCCCCCC(=O)OC(C)c1ccccc1Br, O. Yields the product CC(O)c1ccccc1Br. Reaction SMILES: [C:1](=[O:2])([CH2:3][CH2:4][CH2:5][CH2:6][CH2:7][CH2:8][CH2:9][CH2:10][CH2:11][CH2:12][CH2:13][CH2:14][CH2:15][CH2:16][CH2:17][CH2:18][CH2:19][CH2:20][CH2:21][CH2:22][CH3:23])[O:24][CH:25]([CH3:26])[c:27]1[c:28]([Br:33])[cH:29][cH:30][cH:31][cH:32]1.[OH2:34]>>[OH:24][CH:25]([CH3:26])[c:27]1[c:28]([Br:33])[cH:29][cH:30][cH:31][cH:32]1.